This data is from the Open Reaction Database (ORD), a public repository of structured organic reaction records. The task is: describe an organic reaction: reactants, conditions, products, and yield Starting materials: C#CCOCCOCCOCCOCCOCCOCCO, C1CCOC1, CC(C)OC(=O)N=NC(=O)OC(C)C, O=C1C=CC(=O)N1, c1ccc(P(c2ccccc2)c2ccccc2)cc1. The product is C#CCOCCOCCOCCOCCOCCOCCN1C(=O)C=CC1=O. RXN SMILES: [CH2:15]([CH2:16][O:17][CH2:18][CH2:19][O:20][CH2:21][CH2:22][O:23][CH2:24][CH2:25][O:26][CH2:27][CH2:28][O:29][CH2:30][CH2:31][O:32][CH2:33][C:34]#[CH:35])[OH:36].[CH2:63]1[O:64][CH2:65][CH2:66][CH2:67]1.[O:1]=[C:2]([O:3][CH:4]([CH3:5])[CH3:6])[N:7]=[N:8][C:9]([O:10][CH:11]([CH3:12])[CH3:13])=[O:14].[O:56]=[C:57]1[NH:58][C:59](=[O:60])[CH:61]=[CH:62]1.[c:37]1([P:38]([c:39]2[cH:40][cH:41][cH:42][cH:43][cH:44]2)[c:45]2[cH:46][cH:47][cH:48][cH:49][cH:50]2)[cH:51][cH:52][cH:53][cH:54][cH:55]1>>[CH2:15]([CH2:16][O:17][CH2:18][CH2:19][O:20][CH2:21][CH2:22][O:23][CH2:24][CH2:25][O:26][CH2:27][CH2:28][O:29][CH2:30][CH2:31][O:32][CH2:33][C:34]#[CH:35])[N:58]1[C:57](=[O:56])[CH:62]=[CH:61][C:59]1=[O:60]. Run at temperature 25 celsius, time 2 hour. Solvent: C(Cl)Cl (CH2Cl2), C(Cl)Cl (CH2Cl2). As a reaction SMILES: CO[CH2:3][N:4]([CH2:10][C:11]1[CH:16]=[CH:15][CH:14]=[CH:13][CH:12]=1)[CH2:5][Si](C)(C)C.C([O:19][C:20](=[O:31])[C:21]#[C:22][C:23]1[CH:28]=[CH:27][C:26]([Cl:29])=[C:25]([Cl:30])[CH:24]=1)C.FC(F)(F)C(O)=O.[OH-].[Na+]>C(Cl)Cl>[CH2:10]([N:4]1[CH2:3][C:22]([C:23]2[CH:28]=[CH:27][C:26]([Cl:29])=[C:25]([Cl:30])[CH:24]=2)=[C:21]([C:20]([OH:31])=[O:19])[CH2:5]1)[C:11]1[CH:12]=[CH:13][CH:14]=[CH:15][CH:16]=1 |f:3.4|. Procedure details: At r.t., a solution of N-(methoxymethyl)-N-(phenylmethyl)-N-(trimethylsilyl)methyl amine (262.5 g, 1.06 mol) in CH2Cl2 (0.6 l) was added dropwise over 60 min to a solution of (3,4-dichloro-phenyl)-propynoic acid ethyl ester (172.0 g, 0.71 mol) and trifluoroacetic acid (5.4 ml, 0.07 mol) in CH2Cl2 (0.7 l). The reaction mixture was stirred at 25° C. for 2 h. The reaction mixture was then evaporated to dryness, and the residue was dissolved in dioxane (1.6 l). An aqueous solution of NaOH (1.0 l, 1.... Product: C(C1=CC=CC=C1)N1CC(=C(C1)C1=CC(=C(C=C1)Cl)Cl)C(=O)O (1-Benzyl-4-(3,4-dichloro-phenyl)-2,5-dihydro-1H-pyrrole-3-carboxylic acid). The reactants are [OH-].[Na+] (NaOH), COCN(C[Si](C)(C)C)CC1=CC=CC=C1 (N-(methoxymethyl)-N-(phenylmethyl)-N-(trimethylsilyl)methyl amine), C(C)OC(C#CC1=CC(=C(C=C1)Cl)Cl)=O ((3,4-dichloro-phenyl)-propynoic acid ethyl ester), FC(C(=O)O)(F)F (trifluoroacetic acid). Starting materials: NC1CCCC2CC3=CC=CC=C3C12 (4-amino-1,2,3,4,4a,9a-hexahydrofluorene), C(=O)([O-])[O-].[K+].[K+] (K2CO3), C(C)C(=O)C (methyl ethyl ketone), C(C)Br (ethyl bromide). The product is C(C)N(C1CCCC2CC3=CC=CC=C3C12)CC (N,N-diethyl-4-amino-1,2,3,4,4a,9a-hexahydrofluorene). As a reaction SMILES: [NH2:1][CH:2]1[CH:14]2[CH:6]([CH2:7][C:8]3[C:13]2=[CH:12][CH:11]=[CH:10][CH:9]=3)[CH2:5][CH2:4][CH2:3]1.C([O-])([O-])=O.[K+].[K+].[CH2:21](Br)[CH3:22].[CH2:24](C(C)=O)[CH3:25]>>[CH2:24]([N:1]([CH2:21][CH3:22])[CH:2]1[CH:14]2[CH:6]([CH2:7][C:8]3[C:13]2=[CH:12][CH:11]=[CH:10][CH:9]=3)[CH2:5][CH2:4][CH2:3]1)[CH3:25] |f:1.2.3|. Procedure details: The above amine is added to a suspension of 40 g of K2CO3 in 200 ml of methyl ethyl ketone and stirred while 22 g of ethyl bromide is added slowly over 2 hrs. The mixture is then heated under reflux for 5 hrs., cooled and filtered. Solvent is removed from the filtrate and the residue mixed with water and CHCl3. The organic layer is dried and freed of solvent to leave about 15 g of N,N-diethyl-4-amino-1,2,3,4,4a,9a-hexahydrofluorene which is subjected to a Birch reduction as per Example 1E to giv... Starting materials: ClC=1C=C(CN2CC(OCC2)CN)C=CC1Cl ([4-(3,4-Dichlorobenzyl)morpholin-2-yl]methylamine), CSC1=CC=C(C=C1)CC(=O)O (4-(methylthio)phenylacetic acid). The product is ClC=1C=C(CN2CC(OCC2)CNC(CC2=CC=C(C=C2)SC)=O)C=CC1Cl (N-{[4-(3,4-Dichlorobenzyl)morpholin-2-yl]methyl}-2-[4-(methylthio)phenyl]acetamide). Yield: 32.3%. Reaction SMILES: [Cl:1][C:2]1[CH:3]=[C:4]([CH:14]=[CH:15][C:16]=1[Cl:17])[CH2:5][N:6]1[CH2:11][CH2:10][O:9][CH:8]([CH2:12][NH2:13])[CH2:7]1.[CH3:18][S:19][C:20]1[CH:25]=[CH:24][C:23]([CH2:26][C:27](O)=[O:28])=[CH:22][CH:21]=1>>[Cl:1][C:2]1[CH:3]=[C:4]([CH:14]=[CH:15][C:16]=1[Cl:17])[CH2:5][N:6]1[CH2:11][CH2:10][O:9][CH:8]([CH2:12][NH:13][C:27](=[O:28])[CH2:26][C:23]2[CH:24]=[CH:25][C:20]([S:19][CH3:18])=[CH:21][CH:22]=2)[CH2:7]1. Procedure: Example 5 was prepared in an analogous manner to Example 1 using a mixture of Intermediate 1 (0.055 g) and 4-(methylthio)phenylacetic acid (0.036 g) to give the title compound (0.028 g). The reactants are ClC1=C(C=CC(=C1)F)S(=O)(=O)[C@H]1C[C@H]([C@@H](C1)C(=O)O)C(=O)N1CC(C1)(F)F ((1R,2R,4S)-4-(2-Chloro-4-fluoro-benzenesulfonyl)-2-(3,3-difluoro-azetidine-1-carbonyl)-cyclopentanecarboxylic acid), C1CC1(C#N)N.Cl (1-amino-cyclopropyl cyanic hydrochloride). Yields the product C(#N)C1(CC1)NC(=O)[C@H]1[C@@H](C[C@@H](C1)S(=O)(=O)C1=C(C=C(C=C1)F)Cl)C(=O)N1CC(C1)(F)F ((1R,2R,4R)-4-(2-Chloro-4-fluoro-benzenesulfonyl)-2-(3,3-difluoro-azetidine-1-carbonyl)-cyclopentanecarboxylic acid (1-cyano-cyclopropyl)-amide). RXN SMILES: [Cl:1][C:2]1[CH:7]=[C:6]([F:8])[CH:5]=[CH:4][C:3]=1[S:9]([C@@H:12]1[CH2:16][C@@H:15]([C:17](O)=[O:18])[C@H:14]([C:20]([N:22]2[CH2:25][C:24]([F:27])([F:26])[CH2:23]2)=[O:21])[CH2:13]1)(=[O:11])=[O:10].[CH2:28]1[C:30]([NH2:33])([C:31]#[N:32])[CH2:29]1.Cl>>[C:31]([C:30]1([NH:33][C:17]([C@@H:15]2[CH2:16][C@@H:12]([S:9]([C:3]3[CH:4]=[CH:5][C:6]([F:8])=[CH:7][C:2]=3[Cl:1])(=[O:11])=[O:10])[CH2:13][C@H:14]2[C:20]([N:22]2[CH2:23][C:24]([F:27])([F:26])[CH2:25]2)=[O:21])=[O:18])[CH2:28][CH2:29]1)#[N:32] |f:1.2|. Procedure: The title compound was prepared in analogy to Example 117, step 7, using (1R,2R,4S)-4-(2-Chloro-4-fluoro-benzenesulfonyl)-2-(3,3-difluoro-azetidine-1-carbonyl)-cyclopentanecarboxylic acid and 1-amino-cyclopropyl cyanic hydrochloride. Off-white solid. MS (EI): 490.1 (M+H)+. Starting materials: C(C)(C)(C)OC(NC1=C(C=C(C=C1)C1CC1)NC(CC(=O)C1=CC(=CC=C1)N1C=NC=C1)=O)=O ({4-cyclopropyl-2-[3-(3-imidazol-1-yl-phenyl)-3-oxo-propionylamino]-phenyl}-carbamic acid tert.-butyl ester), C(=O)(C(F)(F)F)O (TFA). Run in C(Cl)Cl (CH2Cl2). Yields the product C1(CC1)C=1C=CC2=C(NC(CC(=N2)C2=CC(=CC=C2)N2C=NC=C2)=O)C1 (8-Cyclopropyl-4-(3-imidazol-1-yl-phenyl)-1,3-dihydro-benzo[b][1,4]diazepin-2-one). RXN SMILES: C(OC(=O)[NH:7][C:8]1[CH:13]=[CH:12][C:11]([CH:14]2[CH2:16][CH2:15]2)=[CH:10][C:9]=1[NH:17][C:18](=[O:33])[CH2:19][C:20]([C:22]1[CH:27]=[CH:26][CH:25]=[C:24]([N:28]2[CH:32]=[CH:31][N:30]=[CH:29]2)[CH:23]=1)=O)(C)(C)C.C(O)(C(F)(F)F)=O>C(Cl)Cl>[CH:14]1([C:11]2[CH:12]=[CH:13][C:8]3[N:7]=[C:20]([C:22]4[CH:27]=[CH:26][CH:25]=[C:24]([N:28]5[CH:32]=[CH:31][N:30]=[CH:29]5)[CH:23]=4)[CH2:19][C:18](=[O:33])[NH:17][C:9]=3[CH:10]=2)[CH2:16][CH2:15]1. Reported procedure: Prepared from {4-cyclopropyl-2-[3-(3-imidazol-1-yl-phenyl)-3-oxo-propionylamino]-phenyl}-carbamic acid tert.-butyl ester (Example K80) by treatment with TFA in CH2Cl2 according to the general procedure M. Obtained as a light brown solid (41 mg). Reactants: COC(=O)NC(Cc1ccc(OC)cc1)C(=O)O, ClCCl, O=S(Cl)Cl. The product is COC(=O)NC1Cc2ccc(OC)cc2C1=O. Reaction SMILES: [CH3:1][O:2][C:3](=[O:4])[NH:5][CH:6]([CH2:7][c:8]1[cH:9][cH:10][c:11]([O:14][CH3:15])[cH:12][cH:13]1)[C:16](=[O:17])[OH:18].[Cl:23][CH2:24][Cl:25].[S:19]([Cl:20])([Cl:21])=[O:22]>>[CH3:1][O:2][C:3](=[O:4])[NH:5][CH:6]1[CH2:7][c:8]2[c:9]([cH:10][c:11]([O:14][CH3:15])[cH:12][cH:13]2)[C:16]1=[O:18].